describe an organic reaction: reactants, conditions, products, and yield From a dataset of the Open Reaction Database (ORD), a public repository of structured organic reaction records. Starting materials: N(=[N+]=[N-])C[C@@]1(C2=C(B(O1)O)C=CC=C2)C ((S)-3-(azidomethyl)-3-methylbenzo[c][1,2]oxaborol-1(3H)-ol), C1(=CC=CC=C1)P(C1=CC=CC=C1)C1=CC=CC=C1 (triphenyl phosphine), Cl (hydrochloric acid). Run in C(C)#N (acetonitrile). Run at time 24 hour. Product: Cl.NC[C@@]1(C2=C(B(O1)O)C=CC=C2)C ((S)-3-(aminomethyl)-3-methylbenzo[c][1,2]oxaborol-1(3H)-ol hydrochloride). Isolated yield 20.0%. Reaction SMILES: [N:1]([CH2:4][C@@:5]1([CH3:15])[O:9][B:8]([OH:10])[C:7]2[CH:11]=[CH:12][CH:13]=[CH:14][C:6]1=2)=[N+]=[N-].C1(P(C2C=CC=CC=2)C2C=CC=CC=2)C=CC=CC=1.[ClH:35]>C(#N)C>[ClH:35].[NH2:1][CH2:4][C@@:5]1([CH3:15])[O:9][B:8]([OH:10])[C:7]2[CH:11]=[CH:12][CH:13]=[CH:14][C:6]1=2 |f:4.5|. Reported procedure: (S)-3-(azidomethyl)-3-methylbenzo[c][1,2]oxaborol-1(3H)-ol (700 mg, 3.45 mmol) and triphenyl phosphine (1.8 g, 6.9 mmol) were dissolved in 35 mL of acetonitrile. After 5 min concentrated hydrochloric acid (6.9 mL) was added and the reaction mixture was stirred for 24 hrs at room temperature before being concentrated under vacuum. The residue was taken up in DCM and washed 3× with 20 mL of 2M HCl. The combined aqueous layers were evaporated to dryness under vacuum. The resulting solid was washed ...